describe an organic reaction: reactants, conditions, products, and yield From a dataset of the Open Reaction Database (ORD), a public repository of structured organic reaction records. The reactants are N(=[N+]=[N-])C=1C=C(C(=O)NC2=C(C(=CC(=C2)C(C)(C)C)NS(=O)(=O)C)OC)C=CC1C (3-azido-N-(5-tert-butyl-3-methanesulfonylamino-2-methoxy-phenyl)-4-methyl-benzamide), C(#C)C1=CN=C(N1C)C(C(C)(C)C)=O (1-(5-ethynyl-1-methyl-1H-imidazol-2-yl)-2,2-dimethyl-propan-1-one). Yields the product C(C)(C)(C)C=1C=C(C(=C(C1)NC(C1=CC(=C(C=C1)C)N1N=NC(=C1)C=1N(C(=NC1)C(C(C)(C)C)=O)C)=O)OC)NS(=O)(=O)C (N-(5-tert-Butyl-3-methanesulfonylamino-2-methoxy-phenyl)-3-{4-[2-(2,2-dimethyl-propionyl)-3-methyl-3H-imidazol-4-yl]-[1,2,3]triazol-1-yl}-4-methyl-benzamide). As a reaction SMILES: [N:1]([C:4]1[CH:5]=[C:6]([CH:27]=[CH:28][C:29]=1[CH3:30])[C:7]([NH:9][C:10]1[CH:15]=[C:14]([C:16]([CH3:19])([CH3:18])[CH3:17])[CH:13]=[C:12]([NH:20][S:21]([CH3:24])(=[O:23])=[O:22])[C:11]=1[O:25][CH3:26])=[O:8])=[N+:2]=[N-:3].[C:31]([C:33]1[N:37]([CH3:38])[C:36]([C:39](=[O:44])[C:40]([CH3:43])([CH3:42])[CH3:41])=[N:35][CH:34]=1)#[CH:32]>>[C:16]([C:14]1[CH:13]=[C:12]([NH:20][S:21]([CH3:24])(=[O:22])=[O:23])[C:11]([O:25][CH3:26])=[C:10]([NH:9][C:7](=[O:8])[C:6]2[CH:27]=[CH:28][C:29]([CH3:30])=[C:4]([N:1]3[CH:32]=[C:31]([C:33]4[N:37]([CH3:38])[C:36]([C:39](=[O:44])[C:40]([CH3:41])([CH3:42])[CH3:43])=[N:35][CH:34]=4)[N:3]=[N:2]3)[CH:5]=2)[CH:15]=1)([CH3:18])([CH3:19])[CH3:17]. Procedure details: Example 30 was prepared from 3-azido-N-(5-tert-butyl-3-methanesulfonylamino-2-methoxy-phenyl)-4-methyl-benzamide and 1-(5-ethynyl-1-methyl-1H-imidazol-2-yl)-2,2-dimethyl-propan-1-one in the same manner as Example 15. ESI MS m/z 622 [C31H39N7O5S+H]+.